Dataset: the Open Reaction Database (ORD), a public repository of structured organic reaction records. Task: describe an organic reaction: reactants, conditions, products, and yield Reactants: B(Br)(Br)Br (Boron tribromide), [OH-].[Na+] (sodium hydroxide), NC1=NC=2C=CC=CC2C2=C1N=C(N2CC(C)(C)NC(=O)NC(C)C)COCC (1-[2-(4-amino-2-ethoxymethyl-1H-imidazo[4,5-c]quinolin-1-yl)-1,1-dimethylethyl]-3-(1-methylethyl)urea), B(Br)(Br)Br (boron tribromide). The solvent is ClCCl (dichloromethane), C(C)#N (acetonitrile), Cl (hydrochloric acid), ClCCl (dichloromethane), C(C)#N (acetonitrile). Run at time 18 hour. Product: NC1=NC=2C=CC=CC2C2=C1N=C(N2CC(C)(C)NC(=O)NC(C)C)CO (1-[2-(4-amino-2-hydroxymethyl-1H-imidazo[4,5-c]quinolin-1-yl)-1,1-dimethylethyl]-3-(1-methylethyl)urea). Yield: 30244.4%. RXN SMILES: [NH2:1][C:2]1[C:11]2[N:12]=[C:13]([CH2:26][O:27]CC)[N:14]([CH2:15][C:16]([NH:19][C:20]([NH:22][CH:23]([CH3:25])[CH3:24])=[O:21])([CH3:18])[CH3:17])[C:10]=2[C:9]2[CH:8]=[CH:7][CH:6]=[CH:5][C:4]=2[N:3]=1.B(Br)(Br)Br.[OH-].[Na+]>ClCCl.C(#N)C.Cl>[NH2:1][C:2]1[C:11]2[N:12]=[C:13]([CH2:26][OH:27])[N:14]([CH2:15][C:16]([NH:19][C:20]([NH:22][CH:23]([CH3:24])[CH3:25])=[O:21])([CH3:18])[CH3:17])[C:10]=2[C:9]2[CH:8]=[CH:7][CH:6]=[CH:5][C:4]=2[N:3]=1 |f:2.3|. Procedure details: Under a nitrogen atmosphere, a suspension of 1-[2-(4-amino-2-ethoxymethyl-1H-imidazo[4,5-c]quinolin-1-yl)-1,1-dimethylethyl]-3-(1-methylethyl)urea (1.19 g, 2.99 mmol) in dichloromethane (30 mL) was chilled in an ice bath. Boron tribromide (7.47 mL of 1 M in dichloromethane) was added. The reaction mixture was allowed to warm slowly to ambient temperature and then stirred for 18 hours. Additional boron tribromide (2 eq) was added. After 2 hours the reaction mixture was diluted with acetonitrile (...